Dataset: the Open Reaction Database (ORD), a public repository of structured organic reaction records. Task: describe an organic reaction: reactants, conditions, products, and yield Reactants: CCO, CC1(CCCCn2ccc([N+](=O)[O-])n2)OCCO1, [Cl-], [Fe], N#N, [NH4+], O. Yields the product CC1(CCCCn2ccc(N)n2)OCCO1. Reaction SMILES: [CH3:23][CH2:24][OH:25].[CH3:3][C:4]1([CH2:9][CH2:10][CH2:11][CH2:12][n:13]2[n:14][c:15]([N+:18]([O-:19])=[O:20])[cH:16][cH:17]2)[O:5][CH2:6][CH2:7][O:8]1.[Cl-:21].[Fe:27].[N:1]#[N:2].[NH4+:22].[OH2:26]>>[CH3:3][C:4]1([CH2:9][CH2:10][CH2:11][CH2:12][n:13]2[n:14][c:15]([NH2:18])[cH:16][cH:17]2)[O:5][CH2:6][CH2:7][O:8]1. Reactants: N1=CC(=CC=C1)CO (Pyridin-3-yl-methanol), CN(C=O)C (dimethylformamide), C(C)OC(C1=C(N=CC=C1)Cl)=O (2-Chloro-nicotinic acid ethyl ester). Solvent: O (water). Conditions: time 30 minute. The product is C(C)OC(C1=C(N=CC=C1)OCC=1C=NC=CC1)=O (2-(Pyridin-3-ylmethoxy)-nicotinic acid ethyl ester). As a reaction SMILES: [N:1]1[CH:6]=[CH:5][CH:4]=[C:3]([CH2:7][OH:8])[CH:2]=1.CN(C)C=O.[CH2:14]([O:16][C:17](=[O:25])[C:18]1[CH:23]=[CH:22][CH:21]=[N:20][C:19]=1Cl)[CH3:15]>O>[CH2:14]([O:16][C:17](=[O:25])[C:18]1[CH:23]=[CH:22][CH:21]=[N:20][C:19]=1[O:8][CH2:7][C:3]1[CH:2]=[N:1][CH:6]=[CH:5][CH:4]=1)[CH3:15]. Procedure: To a solution of Pyridin-3-yl-methanol (0.59 grams, 5.4 mmole) in dimethylformamide (20 ml) sodium hydride (0.259 grams, 6.5 mmole) was added and stirred for 30 minutes. 2-Chloro-nicotinic acid ethyl ester (1.0 grams, 5.4 mmole) was added via syringe and stirred at room temperature over night. The mixture was diluted with water (150 ml) and extracted by diethyl ether and ethyl acetate. The combined extracts were washed with 1N NaOH, water and brine, dried over Na2SO4, filtered, and concentrated ... Reactants: ClC(Cl)Cl, Oc1cccc(C(F)(F)F)c1Cl, Cl, [K+], [K+], O=C([O-])[O-], O. The product is O=Cc1ccc(O)c(Cl)c1C(F)(F)F. Reaction SMILES: [CH:1]([Cl:2])([Cl:3])[Cl:4].[Cl:11][c:12]1[c:13]([OH:22])[cH:14][cH:15][cH:16][c:17]1[C:18]([F:19])([F:20])[F:21].[ClH:23].[K+:5].[K+:6].[O-:7][C:8]([O-:9])=[O:10].[OH2:24]>>[O:7]=[CH:8][c:16]1[cH:15][cH:14][c:13]([OH:22])[c:12]([Cl:11])[c:17]1[C:18]([F:19])([F:20])[F:21].